From a dataset of the Open Reaction Database (ORD), a public repository of structured organic reaction records. describe an organic reaction: reactants, conditions, products, and yield The reactants are C(C)OC(=O)N1CC(C(CC1)NC1=C(C=C(C=C1)C)N)OC (4-(2-amino-4-methyl-phenylamino)-3-methoxy-piperidine-1-carboxylic acid ethyl ester), C(=O)(O)[O-].[Na+] (NaHCO3). Solvent: C(Cl)Cl (CH2Cl2), C(C(C)C)(=O)O (isobutyric acid). Product: C(C)OC(=O)N1CC(C(CC1)N1C(=NC2=C1C=CC(=C2)C)C(C)C)OC (4-(2-isopropyl-5-methyl-benzoimidazol-1-yl)-3-methoxy-piperidine-1-carboxylic acid ethyl ester). Isolated yield 106.0%. Reaction SMILES: [CH2:1]([O:3][C:4]([N:6]1[CH2:11][CH2:10][CH:9]([NH:12][C:13]2[CH:18]=[CH:17][C:16]([CH3:19])=[CH:15][C:14]=2[NH2:20])[CH:8]([O:21][CH3:22])[CH2:7]1)=[O:5])[CH3:2].C([O-])(O)=O.[Na+]>C(O)(=O)C(C)C.C(Cl)Cl>[CH2:1]([O:3][C:4]([N:6]1[CH2:11][CH2:10][CH:9]([N:12]2[C:13]3[CH:18]=[CH:17][C:16]([CH3:19])=[CH:15][C:14]=3[N:20]=[C:15]2[CH:16]([CH3:19])[CH3:17])[CH:8]([O:21][CH3:22])[CH2:7]1)=[O:5])[CH3:2] |f:1.2|. Procedure: A solution of 4-(2-amino-4-methyl-phenylamino)-3-methoxy-piperidine-1-carboxylic acid ethyl ester (750 mg, 2.44 mmol) in isobutyric acid (15 mL) was subjected to microwave irradiation for 1 h with a resulting temperature of 180° C. The reaction mixture was cooled to rt and then diluted with CH2Cl2 (150 mL) and a saturated NaHCO3 solution (200 mL). The aqueous layer was extracted twice with CH2Cl2. The combined organic extracts were dried over Na2SO4, filtered, and concentrated under reduced pres...